The task is: describe an organic reaction: reactants, conditions, products, and yield. This data is from the Open Reaction Database (ORD), a public repository of structured organic reaction records. The reactants are N1=CN=CC2=C1N(C=C2)C2(CC2)CO ((1-Pyrrolo[2,3-d]pyrimidin-7-yl-cyclopropyl)-methanol), O1CCCC=C1 (3,4-dihydro-2H-pyran), CC=1C=CC(=CC1)S(=O)(=O)O (PTSA). The solvent is C1CCOC1 (THF). Conditions: temperature 60 celsius, time 4 hour. Yields the product O1C(CCCC1)OCC1(CC1)N1C=CC2=C1N=CN=C2 (7-[1-(Tetrahydro-pyran-2-yloxymethyl)-cyclopropyl]-7H-pyrrolo[2,3-d]pyrimidine). Isolated yield 90.0%. As a reaction SMILES: [N:1]1[C:6]2[N:7]([C:10]3([CH2:13][OH:14])[CH2:12][CH2:11]3)[CH:8]=[CH:9][C:5]=2[CH:4]=[N:3][CH:2]=1.[O:15]1[CH:20]=[CH:19][CH2:18][CH2:17][CH2:16]1.CC1C=CC(S(O)(=O)=O)=CC=1>C1COCC1>[O:15]1[CH2:20][CH2:19][CH2:18][CH2:17][CH:16]1[O:14][CH2:13][C:10]1([N:7]2[C:6]3[N:1]=[CH:2][N:3]=[CH:4][C:5]=3[CH:9]=[CH:8]2)[CH2:11][CH2:12]1. Procedure: To a stirred solution of (1-Pyrrolo[2,3-d]pyrimidin-7-yl-cyclopropyl)-methanol (Preparation 247, 240 mg, 1.27 mmol) in THF (12 mL) was added 3,4-dihydro-2H-pyran (0.46 mL, 5.07 mmol) followed by addition of PTSA (24 mg, 0.13 mmol). The reaction mixture was stirred at 60° C. for 4 hours. The reaction mixture was cooled to room temperature, quenched with saturated aqueous sodium bicarbonate solution (15 mL) and extracted with dichloromethane (3×25 mL). The combined organic layer was washed with br... Starting materials: CS(C)=O, O=S(=O)(Cl)c1c(OCC(F)F)cccc1C(F)(F)F, COc1cnc(OC)n2nc(N)nc12, Cc1cncc(C)c1. Product: COc1cnc(OC)n2nc(NS(=O)(=O)c3c(OCC(F)F)cccc3C(F)(F)F)nc12. Reaction SMILES: [CH3:42][S:43]([CH3:44])=[O:45].[F:15][CH:16]([CH2:17][O:18][c:19]1[c:20]([S:29](=[O:30])(=[O:31])[Cl:32])[c:21]([C:25]([F:26])([F:27])[F:28])[cH:22][cH:23][cH:24]1)[F:33].[NH2:1][c:2]1[n:3][n:4]2[c:5]([O:13][CH3:14])[n:6][cH:7][c:8]([O:11][CH3:12])[c:9]2[n:10]1.[n:34]1[cH:35][c:36]([CH3:37])[cH:38][c:39]([CH3:40])[cH:41]1>>[NH:1]([c:2]1[n:3][n:4]2[c:5]([O:13][CH3:14])[n:6][cH:7][c:8]([O:11][CH3:12])[c:9]2[n:10]1)[S:29]([c:20]1[c:19]([O:18][CH2:17][CH:16]([F:15])[F:33])[cH:24][cH:23][cH:22][c:21]1[C:25]([F:26])([F:27])[F:28])(=[O:30])=[O:31]. Starting materials: O=CC1=CC(OC)=C(O)C=C1 (vanillin), C([O-])([O-])=O.[K+].[K+] (potassium carbonate), BrCCC (1-bromopropane). Reagents/catalysts: [I-].[K+] (potassium iodide). Solvent: C(C)OCC (diethyl ether), CN(C)C=O (DMF). Run at temperature 65 celsius, time 5 hour. Yields the product C(CC)OC1=C(C=C(C=O)C=C1)OC (4-(propyloxy)-3-methoxybenzaldehyde). Yield: 99.5%. Reaction SMILES: [O:1]=[CH:2][C:3]1[CH:11]=[CH:10][C:8]([OH:9])=[C:5]([O:6][CH3:7])[CH:4]=1.C(=O)([O-])[O-].[K+].[K+].Br[CH2:19][CH2:20][CH3:21]>CN(C=O)C.C(OCC)C.[I-].[K+]>[CH2:19]([O:9][C:8]1[CH:10]=[CH:11][C:3]([CH:2]=[O:1])=[CH:4][C:5]=1[O:6][CH3:7])[CH2:20][CH3:21] |f:1.2.3,7.8|. Procedure details: To a suspension of vanillin (2.00 g, 13.2 mmol), potassium carbonate (2.74 g, 19.8 mmol) and potassium iodide (60.0 mg, 0.361 mmol) in DMF (15 mL) was slowly added 1-bromopropane (1.56 mL, 17.2 mmol) via syringe. The reaction mixture was stirred at 65° C. for 5 hours. After cooling to room temperature, the mixture was diluted with diethyl ether (100 mL), and the organic phase was washed with water (2×50 mL). After drying over anhydrous MgSO4, filtration and evaporation of the filtrate in vacuo g... As a reaction SMILES: [Cl:1][c:2]1[cH:3][cH:4][c:5](-[c:8]2[c:9]([CH:20]([CH3:21])[CH3:22])[o:10][c:11]3[cH:12][c:13]([OH:19])[cH:14][cH:15][c:16]3[c:17]2=[O:18])[cH:6][cH:7]1.[Cl:31][CH2:32][Cl:33].[I:23][N:24]1[C:25](=[O:26])[CH2:27][CH2:28][C:29]1=[O:30]>>[Cl:1][c:2]1[cH:3][cH:4][c:5](-[c:8]2[c:9]([CH:20]([CH3:21])[CH3:22])[o:10][c:11]3[c:12]([I:23])[c:13]([OH:19])[cH:14][cH:15][c:16]3[c:17]2=[O:18])[cH:6][cH:7]1. The reactants are CC(C)c1oc2cc(O)ccc2c(=O)c1-c1ccc(Cl)cc1, ClCCl, O=C1CCC(=O)N1I. The product is CC(C)c1oc2c(I)c(O)ccc2c(=O)c1-c1ccc(Cl)cc1.